Dataset: the Open Reaction Database (ORD), a public repository of structured organic reaction records. Task: describe an organic reaction: reactants, conditions, products, and yield Reactants: CO, O=C(OCc1ccccc1)N1CC2CN(c3cccnc3)C2C1. Yields the product c1cncc(N2CC3CNCC32)c1. Reaction SMILES: [CH3:24][OH:25].[n:1]1[cH:2][c:3]([N:7]2[CH:8]3[CH2:9][N:10]([C:14]([O:15][CH2:16][c:17]4[cH:18][cH:19][cH:20][cH:21][cH:22]4)=[O:23])[CH2:11][CH:12]3[CH2:13]2)[cH:4][cH:5][cH:6]1>>[n:1]1[cH:2][c:3]([N:7]2[CH:8]3[CH2:9][NH:10][CH2:11][CH:12]3[CH2:13]2)[cH:4][cH:5][cH:6]1. Reported procedure: Analogously to Example 1 and Example 36, ethyl (10-methyl-5,5-dioxo-5,10-dihydrophenothiazin-2-yl)acetate, (S)-7-iodomethyl-1,4-d ioxaspiro[4.4]nonane (prepared analogously to Example 40 from commercially available methyl (S)-3-oxo-cyclopentanecarboxylate) and 5-methoxy-thiazolo[5,4-b]pyridin-2-ylamine give N-(5-methoxythiazolo[5,4-b]pyridin-2-yl)-2-(10-methyl-5,5-dioxo-5,10-dihydrophenothiazin-2-yl)-3-((R)-3-oxocyclopentyl)propionamide. Starting materials: CN1C2=CC=CC=C2S(C=2C=CC(=CC12)CC(=O)OCC)(=O)=O (ethyl (10-methyl-5,5-dioxo-5,10-dihydrophenothiazin-2-yl)acetate), IC[C@@H]1CC2(OCCO2)CC1 ((S)-7-iodomethyl-1,4-d ioxaspiro[4.4]nonane), O=C1C[C@H](CC1)C(=O)OC (methyl (S)-3-oxo-cyclopentanecarboxylate), COC1=CC=C2C(=N1)SC(=N2)N (5-methoxy-thiazolo[5,4-b]pyridin-2-ylamine). The product is COC1=CC=C2C(=N1)SC(=N2)NC(C(C[C@@H]2CC(CC2)=O)C2=CC=1N(C3=CC=CC=C3S(C1C=C2)(=O)=O)C)=O (N-(5-methoxythiazolo[5,4-b]pyridin-2-yl)-2-(10-methyl-5,5-dioxo-5,10-dihydrophenothiazin-2-yl)-3-((R)-3-oxocyclopentyl)propionamide). RXN SMILES: [CH3:1][N:2]1[C:15]2[CH:14]=[C:13]([CH2:16][C:17](OCC)=[O:18])[CH:12]=[CH:11][C:10]=2[S:9](=[O:23])(=[O:22])[C:8]2[C:3]1=[CH:4][CH:5]=[CH:6][CH:7]=2.I[CH2:25][C@H:26]1[CH2:34][CH2:33][C:28]2([O:32]CCO2)[CH2:27]1.O=C1CC[C@H](C(OC)=O)C1.[CH3:45][O:46][C:47]1[N:52]=[C:51]2[S:53][C:54]([NH2:56])=[N:55][C:50]2=[CH:49][CH:48]=1>>[CH3:45][O:46][C:47]1[N:52]=[C:51]2[S:53][C:54]([NH:56][C:17](=[O:18])[CH:16]([C:13]3[CH:12]=[CH:11][C:10]4[S:9](=[O:22])(=[O:23])[C:8]5[C:3](=[CH:4][CH:5]=[CH:6][CH:7]=5)[N:2]([CH3:1])[C:15]=4[CH:14]=3)[CH2:25][C@H:26]3[CH2:34][CH2:33][C:28](=[O:32])[CH2:27]3)=[N:55][C:50]2=[CH:49][CH:48]=1.